This data is from the Open Reaction Database (ORD), a public repository of structured organic reaction records. The task is: describe an organic reaction: reactants, conditions, products, and yield The product is COCC#Cc1nc(C(F)(F)F)ccc1C(=O)N(C)OC. As a reaction SMILES: [CH3:18][O:19][CH2:20][C:21]#[CH:22].[Cl:1][c:2]1[c:3]([C:4](=[O:5])[N:6]([CH3:7])[O:8][CH3:9])[cH:10][cH:11][c:12]([C:14]([F:15])([F:16])[F:17])[n:13]1>>[c:2]1([C:22]#[C:21][CH2:20][O:19][CH3:18])[c:3]([C:4](=[O:5])[N:6]([CH3:7])[O:8][CH3:9])[cH:10][cH:11][c:12]([C:14]([F:15])([F:16])[F:17])[n:13]1. The reactants are C#CCOC, CON(C)C(=O)c1ccc(C(F)(F)F)nc1Cl. Reactants: COC(=O)NC(=NS(=O)(=O)NCc1ccccc1)OC, C1CCOC1, [H-], [Na+], O. The product is COC1=NS(=O)(=O)N(Cc2ccccc2)C(=O)N1. RXN SMILES: [C:1](=[O:2])([O:3][CH3:4])[NH:5][C:6]([O:7][CH3:8])=[N:9][S:10]([NH:11][CH2:12][c:13]1[cH:14][cH:15][cH:16][cH:17][cH:18]1)(=[O:19])=[O:20].[CH2:24]1[O:25][CH2:26][CH2:27][CH2:28]1.[H-:21].[Na+:22].[OH2:23]>>[C:1]1(=[O:2])[NH:5][C:6]([O:7][CH3:8])=[N:9][S:10](=[O:19])(=[O:20])[N:11]1[CH2:12][c:13]1[cH:14][cH:15][cH:16][cH:17][cH:18]1. Starting materials: CCOC(C)=O, [H][H], COC(=O)c1ccc(C2=CCC3(CC2)OCCO3)cc1C, O=[Pt]=O. Product: COC(=O)c1ccc(C2CCC3(CC2)OCCO3)cc1C. RXN SMILES: [CH3:24][CH2:25][O:26][C:27]([CH3:28])=[O:29].[H:22][H:23].[O:1]1[CH2:2][CH2:3][O:4][C:5]12[CH2:6][CH:7]=[C:8]([c:11]1[cH:12][c:13]([CH3:21])[c:14]([C:15](=[O:16])[O:17][CH3:18])[cH:19][cH:20]1)[CH2:9][CH2:10]2.[Pt:30](=[O:31])=[O:32]>>[O:1]1[CH2:2][CH2:3][O:4][C:5]12[CH2:6][CH2:7][CH:8]([c:11]1[cH:12][c:13]([CH3:21])[c:14]([C:15](=[O:16])[O:17][CH3:18])[cH:19][cH:20]1)[CH2:9][CH2:10]2. Starting materials: Oc1ccc(Br)cc1N1CCOCC1, O=C([O-])[O-], CC(C)=O, ClCc1ccccc1, [K+], [K+], O. The product is Brc1ccc(OCc2ccccc2)c(N2CCOCC2)c1, Cl. Reaction SMILES: [Br:1][c:2]1[cH:3][c:4]([N:9]2[CH2:10][CH2:11][O:12][CH2:13][CH2:14]2)[c:5]([OH:8])[cH:6][cH:7]1.[C:23](=[O:24])([O-:25])[O-:26].[CH3:29][C:30](=[O:31])[CH3:32].[Cl:15][CH2:16][c:17]1[cH:18][cH:19][cH:20][cH:21][cH:22]1.[K+:27].[K+:28].[OH2:33]>>[Br:1][c:2]1[cH:3][c:4]([N:9]2[CH2:10][CH2:11][O:12][CH2:13][CH2:14]2)[c:5]([O:8][CH2:16][c:17]2[cH:18][cH:19][cH:20][cH:21][cH:22]2)[cH:6][cH:7]1.[ClH:15]. Starting materials: CC1=CC(CC1)=O (3-methyl-2-cyclopentenone), C(C=C(C)C)Cl (prenyl chloride), C1(=CC=CC=C1)C (toluene), [OH-].[Na+] (sodium hydroxide). The reagents and catalysts are CCCCCCCC[N+](C)(CCCCCCCC)CCCCCCCC.[Cl-] (Aliquat 336). The solvent is C(C)(=O)O (acetic acid), O (water). Conditions: temperature 100 celsius, time 4 hour. Yields the product CC1=C(C(CC1)=O)CC=C(C)C (3-methyl-2-(3-methyl-2-butenyl)-2-cyclopenten-1-one). Isolated yield 49.9%. RXN SMILES: [CH3:1][C:2]1[CH2:6][CH2:5][C:4](=[O:7])[CH:3]=1.[CH2:8](Cl)[CH:9]=[C:10]([CH3:12])[CH3:11].C1(C)C=CC=CC=1.[OH-].[Na+]>CCCCCCCC[N+](CCCCCCCC)(CCCCCCCC)C.[Cl-].C(O)(=O)C.O>[CH3:1][C:2]1[CH2:6][CH2:5][C:4](=[O:7])[C:3]=1[CH2:8][CH:9]=[C:10]([CH3:12])[CH3:11] |f:3.4,5.6|. Procedure details: A mixture of 3-methyl-2-cyclopentenone 24.5 g (0.25 mole) and prenyl chloride 54 g (0.51 mole) was fed into a reaction flask containing 30 ml of toluene, sodium hydroxide 21.3 g, water 21.3 g and Aliquat 336 lg maintaining 100° C. The reaction mass was aged for 4 hours, cooled to 25° C. and neutralized with acetic acid. The organic layer was removed and distilled to give 20.5 g of 3-methyl-2-(3-methyl-2-butenyl)-2-cyclopenten-1-one. Reactants: CO, Oc1ccc(C2=Cc3ccc(O)cc3OC2)cc1. Reaction SMILES: [CH3:19][OH:20].[OH:1][c:2]1[cH:3][cH:4][c:5]([C:8]2=[CH:17][c:16]3[c:11]([cH:12][c:13]([OH:18])[cH:14][cH:15]3)[O:10][CH2:9]2)[cH:6][cH:7]1>>[OH:1][c:2]1[cH:3][cH:4][c:5]([CH:8]2[CH2:9][O:10][c:11]3[cH:12][c:13]([OH:18])[cH:14][cH:15][c:16]3[CH2:17]2)[cH:6][cH:7]1. Yields the product Oc1ccc(C2COc3cc(O)ccc3C2)cc1. Starting materials: CC(CC[C@]1(C(C(=C(C2=CC=CC=C12)O)C1=NS(C2=C(N1)C=CC(=C2)NC(OC(C)(C)C)=O)(=O)=O)=O)C)(C)C (tert-butyl 3-[(4R)-4-(3,3-dimethylbutyl)-1-hydroxy-4-methyl-3-oxo-3,4-dihydronaphthalen-2-yl]-1,1-dioxido-4H-1,2,4-benzothiadiazin-7-ylcarbamate), Cl (HCl), O1CCOCC1 (dioxane). The solvent is ClCCl (dichloromethane). Yields the product NC1=CC2=C(NC(=NS2(=O)=O)C=2C([C@](C3=CC=CC=C3C2O)(C)CCC(C)(C)C)=O)C=C1 ((1R)-3-(7-amino-1,1-dioxido-4H-1,2,4-benzothiadiazin-3-yl)-1-(3,3-dimethylbutyl)-4-hydroxy-1-methylnaphthalen-2(1H)-one). Isolated yield 69.8%. As a reaction SMILES: [CH3:1][C:2]([CH3:39])([CH3:38])[CH2:3][CH2:4][C@:5]1([CH3:37])[C:14]2[C:9](=[CH:10][CH:11]=[CH:12][CH:13]=2)[C:8]([OH:15])=[C:7]([C:16]2[NH:21][C:20]3[CH:22]=[CH:23][C:24]([NH:26]C(=O)OC(C)(C)C)=[CH:25][C:19]=3[S:18](=[O:35])(=[O:34])[N:17]=2)[C:6]1=[O:36].Cl.O1CCOCC1>ClCCl>[NH2:26][C:24]1[CH:23]=[CH:22][C:20]2[NH:21][C:16]([C:7]3[C:6](=[O:36])[C@@:5]([CH2:4][CH2:3][C:2]([CH3:1])([CH3:38])[CH3:39])([CH3:37])[C:14]4[C:9]([C:8]=3[OH:15])=[CH:10][CH:11]=[CH:12][CH:13]=4)=[N:17][S:18](=[O:35])(=[O:34])[C:19]=2[CH:25]=1. Reported procedure: To a solution of the product of Example 49-5 (185.0 g, 0.334 mol) in dichloromethane (220 mL) was added 4 M HCl in dioxane (430 mL, 1.72 mol) and the solution was mixed at room temperature for 3.5 h. The reaction was quenched by addition of ethyl acetate (1 L) and pH 7 phosphate buffer (1.5 L) and the layers were separated. The organic layer was concentrated and chased with ethanol to a final volume of approximately 1100 mL. The product precipitated and was isolated by filtration and dried to gi... The reactants are C(C1=CC=CC=C1)N1C(=C(C2=CC=C(C=C12)O)C(=O)NCC1=CC(=C(C=C1)F)F)C(C)C (1-benzyl-N-(3,4-difluorobenzyl)-6-hydroxy-2-isopropyl-1H-indole-3-carboxamide), C(C1=CC=CC=C1)N1C(=C(C2=CC=C(C=C12)O)C(=O)NCC1=CC(=C(C=C1)F)F)C(C)C (1-benzyl-N-(3,4-difluorobenzyl)-6-hydroxy-2-isopropyl-1H-indole-3-carboxamide), C(=O)([O-])[O-].[K+].[K+] (K2CO3), IC(C)CC (2-iodobutane). Solvent: CN(C)C=O (DMF). Yields the product C(C1=CC=CC=C1)N1C(=C(C2=CC=C(C=C12)OCC(C)C)C(=O)NCC1=CC(=C(C=C1)F)F)C(C)C (1-Benzyl-N-(3,4-difluorobenzyl)-6-isobutoxy-2-isopropyl-1H-indole-3-carboxamide). RXN SMILES: [CH2:1]([N:8]1[C:16]2[C:11](=[CH:12][CH:13]=[C:14]([OH:17])[CH:15]=2)[C:10]([C:18]([NH:20][CH2:21][C:22]2[CH:27]=[CH:26][C:25]([F:28])=[C:24]([F:29])[CH:23]=2)=[O:19])=[C:9]1[CH:30]([CH3:32])[CH3:31])[C:2]1[CH:7]=[CH:6][CH:5]=[CH:4][CH:3]=1.[C:33]([O-])([O-])=O.[K+].[K+].I[CH:40]([CH2:42][CH3:43])C>CN(C=O)C>[CH2:1]([N:8]1[C:16]2[C:11](=[CH:12][CH:13]=[C:14]([O:17][CH2:33][CH:42]([CH3:40])[CH3:43])[CH:15]=2)[C:10]([C:18]([NH:20][CH2:21][C:22]2[CH:27]=[CH:26][C:25]([F:28])=[C:24]([F:29])[CH:23]=2)=[O:19])=[C:9]1[CH:30]([CH3:32])[CH3:31])[C:2]1[CH:7]=[CH:6][CH:5]=[CH:4][CH:3]=1 |f:1.2.3|. Procedure details: Following General Procedure A, 1-benzyl-N-(3,4-difluorobenzyl)-6-hydroxy-2-isopropyl-1H-indole-3-carboxamide (Compound 8, 10.7 mg, 0.025 mmol) in DMF (1.0 ml) was reacted with K2CO3 (10.0 mg, 0.074 mmol) and 2-iodobutane (14.0 μl, 0.12 mmol) to yield the title compound as a white solid. Reactants: NC1=C(C(=O)O)C=C(C=C1)OC (2-amino-5-methoxybenzoic acid), NCCC[C@@H]1CN(C(O1)=O)C=1C=CC2=C(NC(CS2)=O)C1 (6-[(R)-5-(3-amino-propyl)-2-oxo-oxazolidin-3-yl]-4H-benzo[1,4]thiazin-3-one). The product is NC1=C(C(=O)NCCC[C@@H]2CN(C(O2)=O)C=2C=CC3=C(NC(CS3)=O)C2)C=C(C=C1)OC (2-amino-5-methoxy-N-{3-[(R)-2-oxo-3-(3-oxo-3,4-dihydro-2H-benzo[1,4]thiazin-6-yl)-oxazolidin-5-yl]-propyl}-benzamide). Yield: 82.0%. RXN SMILES: [NH2:1][C:2]1[CH:10]=[CH:9][C:8]([O:11][CH3:12])=[CH:7][C:3]=1[C:4]([OH:6])=O.[NH2:13][CH2:14][CH2:15][CH2:16][C@H:17]1[O:21][C:20](=[O:22])[N:19]([C:23]2[CH:24]=[CH:25][C:26]3[S:31][CH2:30][C:29](=[O:32])[NH:28][C:27]=3[CH:33]=2)[CH2:18]1>>[NH2:1][C:2]1[CH:10]=[CH:9][C:8]([O:11][CH3:12])=[CH:7][C:3]=1[C:4]([NH:13][CH2:14][CH2:15][CH2:16][C@H:17]1[O:21][C:20](=[O:22])[N:19]([C:23]2[CH:24]=[CH:25][C:26]3[S:31][CH2:30][C:29](=[O:32])[NH:28][C:27]=3[CH:33]=2)[CH2:18]1)=[O:6]. Reported procedure: Starting from 2-amino-5-methoxybenzoic acid and 6-[(R)-5-(3-amino-propyl)-2-oxo-oxazolidin-3-yl]-4H-benzo[1,4]thiazin-3-one (described in WO 2010/041219) and using Procedure D, the title compound was obtained as a beige solid (180 mg; 82% yield). Reactants: ClC(=O)OCC (ethyl chloroformate), [Li]CCCC (nBuLi), solution, CC(C)(C)[Si](OCC=1N=CN(C1)COCC[Si](C)(C)C)(C)C (4-({[(1,1-dimethylethyl)(dimethyl)silyl]oxy}methyl)-1-({[2-(trimethylsilyl)ethyl]oxy}methyl)-1H-imidazole). Run in hexanes, C1CCOC1 (THF). Reaction conditions: temperature -60 celsius, time 2 hour. Product: CC(C)(C)[Si](OCC=1N=C(N(C1)COCC[Si](C)(C)C)C(=O)OCC)(C)C (Ethyl 4-({[(1,1-dimethylethyl)(dimethyl)silyl]oxy}methyl)-1-({[2-(trimethylsilyl)ethyl]oxy}methyl)-1H-imidazole-2-carboxylate). Yield: 83.4%. As a reaction SMILES: [Li]CCCC.[CH3:6][C:7]([Si:10]([CH3:27])([CH3:26])[O:11][CH2:12][C:13]1[N:14]=[CH:15][N:16]([CH2:18][O:19][CH2:20][CH2:21][Si:22]([CH3:25])([CH3:24])[CH3:23])[CH:17]=1)([CH3:9])[CH3:8].Cl[C:29]([O:31][CH2:32][CH3:33])=[O:30]>C1COCC1>[CH3:9][C:7]([Si:10]([CH3:27])([CH3:26])[O:11][CH2:12][C:13]1[N:14]=[C:15]([C:29]([O:31][CH2:32][CH3:33])=[O:30])[N:16]([CH2:18][O:19][CH2:20][CH2:21][Si:22]([CH3:24])([CH3:23])[CH3:25])[CH:17]=1)([CH3:6])[CH3:8]. Procedure: nBuLi (2.2 mL of a 1.9M solution in hexanes, 4.2 mmol) was added dropwise to a −78° C. solution of 4-({[(1,1-dimethylethyl)(dimethyl)silyl]oxy}methyl)-1-({[2-(trimethylsilyl)ethyl]oxy}methyl)-1H-imidazole (1.20 g, 3.5 mmol) in THF (10 mL). The reaction mixture was stirred at −60° C. for 2 h, cooled to −78° C. and ethyl chloroformate (0.70 mL, 7.3 mmol) was added dropwise. The solution was allowed to warm to RT, quenched by addition of sat'd NaHCO3 and extracted with CH2Cl2. The organic phase was...